This data is from the Open Reaction Database (ORD), a public repository of structured organic reaction records. The task is: describe an organic reaction: reactants, conditions, products, and yield Yields the product CC1=C(N=C(O1)C1=CC=CC=C1)COC1=NC=C(C=C1)CC1C(NC(S1)=O)=O (5-[[2-(5-methyl-2-phenyl-4-oxazolylmethoxy)-5-pyridyl]methyl]-2,4-thiazolidinedione). As a reaction SMILES: [CH3:1][C:2]1[O:6][C:5]([C:7]2[CH:12]=[CH:11][CH:10]=[CH:9][CH:8]=2)=[N:4][C:3]=1[CH2:13][O:14][C:15]1[CH:20]=[CH:19][C:18]([CH:21]=[C:22]2[S:26][C:25](=[O:27])[NH:24][C:23]2=[O:28])=[CH:17][N:16]=1>[C].[Pd].O1CCCC1>[CH3:1][C:2]1[O:6][C:5]([C:7]2[CH:12]=[CH:11][CH:10]=[CH:9][CH:8]=2)=[N:4][C:3]=1[CH2:13][O:14][C:15]1[CH:20]=[CH:19][C:18]([CH2:21][CH:22]2[S:26][C:25](=[O:27])[NH:24][C:23]2=[O:28])=[CH:17][N:16]=1 |f:1.2|. Reagents/catalysts: [C].[Pd] (palladium-carbon). Reported procedure: A mixture of 5-[[2-(5-methyl-2-phenyl-4-oxazolylmethoxy)-5-pyridyl]methylidene]-2,4-thiazolidinedione (1.00 g), palladium-carbon (5%, 1.00 g) and tetrahydrofuran (80 ml) was subjected to catalytic reduction at room temperature and 1 atom for 6 hours. The catalyst was filtered off, and palladium-carbon (2.00 g) was added and the mixture was further subjected to catalytic reduction at room temperature and 1 atom for 6 hours. The catalyst was filtered off. The filtrate was evaporated under reduced ... Reaction conditions: time 6 hour. Solvent: O1CCCC1 (tetrahydrofuran). The reactants are CC1=C(N=C(O1)C1=CC=CC=C1)COC1=NC=C(C=C1)C=C1C(NC(S1)=O)=O (5-[[2-(5-methyl-2-phenyl-4-oxazolylmethoxy)-5-pyridyl]methylidene]-2,4-thiazolidinedione). Isolated yield 51.7%. Starting materials: FC1=C(COC=2N=CN(C(C2)=O)C=2C=C(C(=O)O)C=CC2C)C=CC(=C1)F (3-[4-[(2,4-difluorobenzyl)oxy]-6-oxopyrimidin-1(6H)-yl]-4-methylbenzoic acid), C1CC(=O)N(C1=O)Br (NBS). Procedure: To a cooled (0° C.) solution of 3-[4-[(2,4-difluorobenzyl)oxy]-6-oxopyrimidin-1(6H)-yl]-4-methylbenzoic acid (5.76 g, 15.5 mmol) in DCM (35 mL) was added NBS (2.48 g, 13.9 mmol). Allowed reaction to warm to ambient temperature. After 5 h, cooled (0° C.) reaction mixture, filtered solid, washed with cold DCM and cold hexane, and dried in vacuo. Obtained product as orange solid (5.57 g, 80%). Used without further purification. 1H NMR (CD3OD/400 MHz) δ8.29 (s, 1H), 8.05 (m, 1H), 7.91 (s, 1H), 7.60 ... Run at time 5 hour. Solvent: C(Cl)Cl (DCM). Yields the product BrC1=C(N=CN(C1=O)C=1C=C(C(=O)O)C=CC1C)OCC1=C(C=C(C=C1)F)F (3-[5-bromo-4-[(2,4-difluorobenzyl)oxy]-6-oxopyrimidin-1(6H)-yl]-4-methylbenzoic acid). RXN SMILES: [F:1][C:2]1[CH:26]=[C:25]([F:27])[CH:24]=[CH:23][C:3]=1[CH2:4][O:5][C:6]1[N:7]=[CH:8][N:9]([C:13]2[CH:14]=[C:15]([CH:19]=[CH:20][C:21]=2[CH3:22])[C:16]([OH:18])=[O:17])[C:10](=[O:12])[CH:11]=1.C1C(=O)N([Br:35])C(=O)C1>C(Cl)Cl>[Br:35][C:11]1[C:10](=[O:12])[N:9]([C:13]2[CH:14]=[C:15]([CH:19]=[CH:20][C:21]=2[CH3:22])[C:16]([OH:18])=[O:17])[CH:8]=[N:7][C:6]=1[O:5][CH2:4][C:3]1[CH:23]=[CH:24][C:25]([F:27])=[CH:26][C:2]=1[F:1]. Reactants: ClC1=CC=C(OCC2=NOC(=N2)[C@@H](CC(=O)O)CCCC2CCCCC2)C=C1 ((3R)-3-{3-[(4-chlorophenoxy)methyl]-1,2,4-oxadiazol-5-yl}-6-cyclohexylhexanoic acid), C(=O)(N1C=NC=C1)N1C=NC=C1 (1,1′-carbonyldiimidazole), Cl.NO (Hydroxylamine hydrochloride). The solvent is O1CCCC1 (tetrahydrofuran). Reaction conditions: time 2 hour. Product: N (ammonia), ClC1=CC=C(OCC2=NOC(=N2)[C@@H](CC(=O)NO)CCCC2CCCCC2)C=C1 ((3R)-3-{3-[(4-Chlorophenoxy)methyl]-1,2,4-oxadiazol-5-yl}-6-cyclohexyl-N-hydroxyhexanamide). Isolated yield 57.1%. Reaction SMILES: [Cl:1][C:2]1[CH:28]=[CH:27][C:5]([O:6][CH2:7][C:8]2[N:12]=[C:11]([C@H:13]([CH2:18][CH2:19][CH2:20][CH:21]3[CH2:26][CH2:25][CH2:24][CH2:23][CH2:22]3)[CH2:14][C:15](O)=[O:16])[O:10][N:9]=2)=[CH:4][CH:3]=1.C(N1C=CN=C1)(N1C=CN=C1)=O.Cl.[NH2:42][OH:43]>O1CCCC1>[NH3:9].[Cl:1][C:2]1[CH:28]=[CH:27][C:5]([O:6][CH2:7][C:8]2[N:12]=[C:11]([C@H:13]([CH2:18][CH2:19][CH2:20][CH:21]3[CH2:26][CH2:25][CH2:24][CH2:23][CH2:22]3)[CH2:14][C:15]([NH:42][OH:43])=[O:16])[O:10][N:9]=2)=[CH:4][CH:3]=1 |f:2.3|. Procedure details: A solution of (3R)-3-{3-[(4-chlorophenoxy)methyl]-1,2,4-oxadiazol-5-yl}-6-cyclohexylhexanoic acid (Preparation 57) (180 mg, 0.44 mmol) in anhydrous tetrahydrofuran (10 ml) was treated with 1,1′-carbonyldiimidazole (71 mg, 0.44 mmol) and the mixture stirred at room temperature under a nitrogen atmosphere for 2 hours. Hydroxylamine hydrochloride (30 mg, 0.44 mmol) was then added and the mixture stirred for 18 hours. The solvent was removed under reduced pressure and the residue was partitioned bet... The reactants are BrC1=CC(=C(C=C1F)O)OC (4-bromo-5-fluoro-2-methoxyphenol), Cl.ClCC=1C=CC(=NC1)OC (5-(chloromethyl)-2-methoxypyridine hydrochloride), C([O-])([O-])=O.[K+].[K+] (potassium carbonate). Run in CN(C=O)C (N,N-dimethylformamide), O (water). Run at temperature 100 celsius, time 2 hour. The product is BrC1=CC(=C(OCC=2C=CC(=NC2)OC)C=C1F)OC (5-((4-bromo-5-fluoro-2-methoxyphenoxy)methyl)-2-methoxypyridine). Isolated yield 65.8%. RXN SMILES: [Br:1][C:2]1[C:7]([F:8])=[CH:6][C:5]([OH:9])=[C:4]([O:10][CH3:11])[CH:3]=1.Cl.Cl[CH2:14][C:15]1[CH:16]=[CH:17][C:18]([O:21][CH3:22])=[N:19][CH:20]=1.C(=O)([O-])[O-].[K+].[K+]>CN(C)C=O.O>[Br:1][C:2]1[C:7]([F:8])=[CH:6][C:5]([O:9][CH2:14][C:15]2[CH:16]=[CH:17][C:18]([O:21][CH3:22])=[N:19][CH:20]=2)=[C:4]([O:10][CH3:11])[CH:3]=1 |f:1.2,3.4.5|. Procedure: To a stirred solution of 4-bromo-5-fluoro-2-methoxyphenol (2.82 g, 12.25 mmol) in N,N-dimethylformamide (50 mL) was added 5-(chloromethyl)-2-methoxypyridine hydrochloride (2.50 g, 12.86 mmol) and potassium carbonate (5.08 g, 36.75 mmol). The reaction mixture was heated to 100° C. After 2 h, the mixture was allowed to cool to room temperature and was diluted with water. The mixture was extracted with ethyl acetate (3×25 mL). The combined organic phases were washed with brine, dried over magnesium... Starting materials: [C@@H]12[C@H](CCCC1)C(=O)OC2=O (Trans-1,2-cyclohexanedicarboxylic anhydride), C1(=CC=CC=C1)CCCCCCC (1-phenylheptane), [Cl-].[Al+3].[Cl-].[Cl-] (aluminum chloride), ice water. The solvent is Cl (hydrochloric acid). Procedure details: Trans-1,2-cyclohexanedicarboxylic anhydride (6.76 g , 0.044 mole) was heated with 1-phenylheptane (100 ml) and anhydrous aluminum chloride (12.86 g, 0.096 moles) at 100° C. for 1 hour. The reaction mixture was then poured into a mixture of ice water (500 ml) and concentrated hydrochloric acid (50 ml). The product was extracted with ether (2×200 ml) and the extracts dried over magnesium sulfate and filtered. The ether was removed under reduced pressure and the remaining solution chromatographed o... Reaction SMILES: [C@@H:1]12[C:10](=[O:11])[O:9][C:7](=[O:8])[C@H:2]1[CH2:3][CH2:4][CH2:5][CH2:6]2.[C:12]1([CH2:18][CH2:19][CH2:20][CH2:21][CH2:22][CH2:23][CH3:24])[CH:17]=[CH:16][CH:15]=[CH:14][CH:13]=1.[Cl-].[Al+3].[Cl-].[Cl-]>Cl>[CH2:18]([C:12]1[CH:13]=[CH:14][C:15]([C:7]([C@@H:2]2[CH2:3][CH2:4][CH2:5][CH2:6][C@H:1]2[C:10]([OH:9])=[O:11])=[O:8])=[CH:16][CH:17]=1)[CH2:19][CH2:20][CH2:21][CH2:22][CH2:23][CH3:24] |f:2.3.4.5|. Product: C(CCCCCC)C1=CC=C(C(=O)[C@H]2[C@@H](CCCC2)C(=O)O)C=C1 (trans-2-(4-heptylbenzoyl) cyclohexane-1-carboxylic acid). Run at time 30 minute. The reactants are [OH-].[Na+] (sodium hydroxide), CI (Methyl iodide), ClC1=CC=C(C=C1)C=1NC(OC1CCC(=O)O)=S (3-[4-(4-chlorophenyl)-2-thioxo-4-oxazolin-5-yl]propionic acid), Cl (hydrochloric acid). Run in CN(C=O)C (N,N-dimethylformamide), O (water). Reaction SMILES: [CH3:1]I.[Cl:3][C:4]1[CH:9]=[CH:8][C:7]([C:10]2[NH:11][C:12](=[S:20])[O:13][C:14]=2[CH2:15][CH2:16][C:17]([OH:19])=[O:18])=[CH:6][CH:5]=1.[OH-].[Na+].Cl>O.CN(C)C=O>[Cl:3][C:4]1[CH:9]=[CH:8][C:7]([C:10]2[N:11]=[C:12]([S:20][CH3:1])[O:13][C:14]=2[CH2:15][CH2:16][C:17]([OH:19])=[O:18])=[CH:6][CH:5]=1 |f:2.3|. Yield: 97.0%. Product: ClC1=CC=C(C=C1)C=1N=C(OC1CCC(=O)O)SC (4-(4-chlorophenyl)-2-methylthio-5-oxazolepropionic acid). Reported procedure: Methyl iodide (0.34 ml) was dropwise added to a mixture of 3-[4-(4-chlorophenyl)-2-thioxo-4-oxazolin-5-yl]propionic acid (1.42 g), an aqueous solution of 2N sodium hydroxide (5.5 ml) and N,N-dimethylformamide (15 ml), with cooling with ice. After the reaction mixture was stirred for 30 minutes, water was added to the resulting reaction mixture, which was then acidified with 2 N hydrochloric acid. The crystals thus precipitated were collected by filtration to obtain 4-(4-chlorophenyl)-2-methylthi... The reactants are ClC1=NC=NC(=C1)C1=C(C(=CC=C1)F)F (4-chloro-6-(2,3-difluorophenyl)pyrimidine), CC(C#CC)O (3-pentyn-2-ol), O (water), [H-].[Na+] (sodium hydride). Run in CN(C=O)C (N,N-dimethylformamide). Reaction conditions: time 5 hour. The product is FC1=C(C=CC=C1F)C1=NC=NC(=C1)OC(C#CC)C (4-(2,3-difluorophenyl)-6-(1-methyl-2-butynyloxy)pyrimidine). The yield is 79.6%. As a reaction SMILES: Cl[C:2]1[CH:7]=[C:6]([C:8]2[CH:13]=[CH:12][CH:11]=[C:10]([F:14])[C:9]=2[F:15])[N:5]=[CH:4][N:3]=1.[CH3:16][CH:17]([OH:21])[C:18]#[C:19][CH3:20].[H-].[Na+].O>CN(C)C=O>[F:15][C:9]1[C:10]([F:14])=[CH:11][CH:12]=[CH:13][C:8]=1[C:6]1[CH:7]=[C:2]([O:21][CH:17]([CH3:16])[C:18]#[C:19][CH3:20])[N:3]=[CH:4][N:5]=1 |f:2.3|. Reported procedure: In 5 ml of N,N-dimethylformamide were dissolved 135 mg of 4-chloro-6-(2,3-difluorophenyl)pyrimidine and 60 mg of 3-pentyn-2-ol, to which 29 mg of sodium hydride (60% in oil) was added, followed by stirring at room temperature for 5 hours. The reaction mixture was then poured into water and extracted with ethyl acetate. The organic layer was washed with a saturated aqueous sodium chloride solution, dried over anhydrous magnesium sulfate, and then concentrated. The resulting residue was subjected ...